Dataset: the Open Reaction Database (ORD), a public repository of structured organic reaction records. Task: describe an organic reaction: reactants, conditions, products, and yield The reactants are C(C)(C)(C)OC(=O)N1CCN(CC1)C=1N=NC(=C(C1)C1=CSC=C1)C(F)(F)F (4-[5-(3-thienyl)-6-trifluoromethyl-pyridazin-3-yl]-piperazine-1-carboxylic acid tert-butyl ester), C(C)(C)(C)OC(=O)N1CCN(CC1)C=1N=NC(=C(C1)C1=CC=C(C=C1)F)C(F)(F)F (4-[5-(4-Fluorophenyl)-6-trifluoromethyl-pyridazin-3-yl]-piperazine-1-carboxylic acid tert-butyl ester). Solvent: CO (methanol). Conditions: time 18 hour. Product: N1(CCNCC1)C1=CC(=C(N=N1)C(F)(F)F)C1=CSC=C1 (6-Piperazin-1-yl-4-thiophen-3-yl-3-trifluoromethyl-pyridazine). Yield: 86.6%. As a reaction SMILES: C(OC([N:8]1[CH2:13][CH2:12][N:11]([C:14]2[N:15]=[N:16][C:17]([C:25]([F:28])([F:27])[F:26])=[C:18]([C:20]3[CH:24]=[CH:23][S:22][CH:21]=3)[CH:19]=2)[CH2:10][CH2:9]1)=O)(C)(C)C.C(OC(N1CCN(C2N=NC(C(F)(F)F)=C(C3C=CC(F)=CC=3)C=2)CC1)=O)(C)(C)C>CO>[N:11]1([C:14]2[N:15]=[N:16][C:17]([C:25]([F:27])([F:26])[F:28])=[C:18]([C:20]3[CH:24]=[CH:23][S:22][CH:21]=3)[CH:19]=2)[CH2:10][CH2:9][NH:8][CH2:13][CH2:12]1. Reported procedure: To a solution of 4-[5-(3-thienyl)-6-trifluoromethyl-pyridazin-3-yl]-piperazine-1-carboxylic acid tert-butyl ester (0.074 g, 0.18 mmol), prepared by procedures similar to those described for D8, in methanol (5 ml) was added Amberlyst® 15 ion exchange resin, acidic form (4.1 mmol/g) (0.218 g, 0.89 mmol) and the reaction mixture was shaken at room temperature for 18 h. After this period, the mixture was filtered and then a saturated solution of ammonia in methanol was added. The mixture was shaken ... The reactants are BrC=1C=C(C(=O)O)C=C(C1)SC (3-bromo-5-methylsulfanyl-benzoic acid), C(C(=O)Cl)(=O)Cl (oxalyl chloride), CO (Methanol), C(C)(C)N(C(C)C)CC (N,N-diisopropylethylamine). Reagents/catalysts: CN(C)C=O (DMF). Run in C(Cl)Cl (methylene chloride). Reaction conditions: time 8 hour. The product is BrC=1C=C(C(=O)OC)C=C(C1)SC (Methyl 3-bromo-5-(methylthio)benzoate). As a reaction SMILES: [Br:1][C:2]1[CH:3]=[C:4]([CH:8]=[C:9]([S:11][CH3:12])[CH:10]=1)[C:5]([OH:7])=[O:6].[C:13](Cl)(=O)C(Cl)=O.CO.C(N(CC)C(C)C)(C)C>CN(C=O)C.C(Cl)Cl>[Br:1][C:2]1[CH:3]=[C:4]([CH:8]=[C:9]([S:11][CH3:12])[CH:10]=1)[C:5]([O:7][CH3:13])=[O:6]. Procedure details: To a stirred mixture of 3-bromo-5-methylsulfanyl-benzoic acid (2.2 g, 8.9 mmol), methylene chloride (100 mL), and DMF (5 drops) at 0° C. was added oxalyl chloride (1.0 mL, 12 mmol). The mixture was slowly warmed to room temperature and stirred at room temperature overnight. Methanol (5.0 mL, 120 mmol) and N,N-diisopropylethylamine (5.0 mL, 29 mmol) were added and the mixture was stirred at room temperature for 3 h and then concentrated. The residue was purified by silica gel column (0-50% EtOAc/... Reported procedure: A mixture of EXAMPLE 318B (1.6 g) in N,N-dimethylformamide (50 mL) was cooled to 0° C., followed by the addition of N-bromosuccinimide (1.195 g) in N,N-dimethylformamide (10 mL) solution. The reaction mixture was stirred at 0° C. for 1 hour, and quenched with ice-cold saturated NaHCO3 aqueous solution. The reaction mixture was extracted with ethyl acetate. The combined organic phase was washed with water and brine, dried over anhydrous sodium sulfate, filtered, and concentrated. The crude materi... The solvent is CN(C=O)C (N,N-dimethylformamide), CN(C=O)C (N,N-dimethylformamide). Reaction conditions: temperature 0 celsius, time 1 hour. The product is NC1=C(C=C(C=N1)OC1=C(C(=O)OC)C=CC(=C1)F)Br (methyl 2-(6-amino-5-bromopyridin-3-yloxy)-4-fluorobenzoate). Reaction SMILES: [NH2:1][C:2]1[N:7]=[CH:6][C:5]([O:8][C:9]2[CH:18]=[C:17]([F:19])[CH:16]=[CH:15][C:10]=2[C:11]([O:13][CH3:14])=[O:12])=[CH:4][CH:3]=1.[Br:20]N1C(=O)CCC1=O>CN(C)C=O>[NH2:1][C:2]1[N:7]=[CH:6][C:5]([O:8][C:9]2[CH:18]=[C:17]([F:19])[CH:16]=[CH:15][C:10]=2[C:11]([O:13][CH3:14])=[O:12])=[CH:4][C:3]=1[Br:20]. Starting materials: NC1=CC=C(C=N1)OC1=C(C(=O)OC)C=CC(=C1)F (methyl 2-(6-aminopyridin-3-yloxy)-4-fluorobenzoate), BrN1C(CCC1=O)=O (N-bromosuccinimide).